From a dataset of the Open Reaction Database (ORD), a public repository of structured organic reaction records. describe an organic reaction: reactants, conditions, products, and yield Starting materials: COc1ccccc1-c1ccc2cnc(O)nn12, COc1cc2c(cc1N)CN(C1COC1)C2, CN(C)C=O, [H-], [Na+], O=S(=O)([O-])C(F)(F)F. The product is COc1cc2c(cc1Nc1ncc3ccc(-c4ccccc4OC)n3n1)CN(C1COC1)C2. RXN SMILES: [CH3:1][O:2][c:3]1[c:4](-[c:9]2[cH:10][cH:11][c:12]3[cH:13][n:14][c:15]([OH:18])[n:16][n:17]23)[cH:5][cH:6][cH:7][cH:8]1.[CH3:29][O:30][c:31]1[c:32]([NH2:44])[cH:33][c:34]2[c:38]([cH:39]1)[CH2:37][N:36]([CH:40]1[CH2:41][O:42][CH2:43]1)[CH2:35]2.[CH3:45][N:46]([CH3:47])[CH:48]=[O:49].[H-:19].[Na+:20].[O-:21][S:22]([C:23]([F:24])([F:25])[F:26])(=[O:27])=[O:28]>>[CH3:1][O:2][c:3]1[c:4](-[c:9]2[cH:10][cH:11][c:12]3[cH:13][n:14][c:15]([NH:44][c:32]4[c:31]([O:30][CH3:29])[cH:39][c:38]5[c:34]([cH:33]4)[CH2:35][N:36]([CH:40]4[CH2:41][O:42][CH2:43]4)[CH2:37]5)[n:16][n:17]23)[cH:5][cH:6][cH:7][cH:8]1. Starting materials: potassium 1-butoxide, C(\C=C\C)(=O)OCC ((E)-ethyl crotonate), C(\C=C\C)(=O)OCC ((E)-ethyl crotonate), C(CC(=O)C)(=O)O[C@@H]1C[C@@H](CC[C@H]1C(C)C)C ((1R,3R,4S)-p-Menth-3-yl Acetoacetate), C(\C=C\C)(=O)OCC ((E)-ethyl crotonate). The solvent is C(C)(C)(C)O (t-butyl alcohol). Run at temperature 23 celsius. Product: diketone, C[C@H]1[C@@H](C(CC(C1)=O)=O)C(=O)O[C@@H]1C[C@@H](CC[C@H]1C(C)C)C ((1R,3R,4S)-p-menth-3-yl(1S,2R)-2-methyl-4,6-dioxocyclohexanecarboxylate). RXN SMILES: [C:1]([O:7][C@H:8]1[C@H:13]([CH:14]([CH3:16])[CH3:15])[CH2:12][CH2:11][C@@H:10]([CH3:17])[CH2:9]1)(=[O:6])[CH2:2][C:3]([CH3:5])=[O:4].[C:18](OCC)(=[O:22])/[CH:19]=[CH:20]/[CH3:21]>C(O)(C)(C)C>[CH3:21][C@@H:20]1[CH2:19][C:18](=[O:22])[CH2:5][C:3](=[O:4])[C@H:2]1[C:1]([O:7][C@H:8]1[C@H:13]([CH:14]([CH3:16])[CH3:15])[CH2:12][CH2:11][C@@H:10]([CH3:17])[CH2:9]1)=[O:6]. Procedure details: A 2-L 3-necked round bottom flask fitted with a reflux condenser, a mechanical stirrer, and a glass stopper was charged with t-butyl alcohol (300 mL) and potassium 1-butoxide (68.7 g, 612 mmol, 1.04 equiv). The glass stopper was removed and, with efficient mechanical stirring, (1R,3R,4S)-p-menth-3-yl acetoacetate (1, 150 g, 624 mmol, 1.06 equiv) was added rapidly to the yellow slurry. The open neck of the reaction flask was fitted with a 100-mL addition funnel containing (E)-ethyl crotonate (73.... Starting materials: C(C)(C)(C)OC(NC1=CC=C(C=C1)C1=NN(C2=NC(=NC=C21)S(=O)(=O)C)C)=O ([4-(6-Methanesulfonyl-1-methyl-1H-pyrazolo[3,4-d]pyrimidin-3-yl)-phenyl]carbamic acid tert-butyl ester). Solvent: C(=O)(C(F)(F)F)O (TFA). Yields the product CS(=O)(=O)C1=NC=C2C(=N1)N(N=C2C2=CC=C(C=C2)N)C (4-(6-Methanesulfonyl-1-methyl-1H-pyrazolo[3,4-d]pyrimidin-3-yl) -phenyl amine). As a reaction SMILES: C(OC(=O)[NH:7][C:8]1[CH:13]=[CH:12][C:11]([C:14]2[C:22]3[C:17](=[N:18][C:19]([S:23]([CH3:26])(=[O:25])=[O:24])=[N:20][CH:21]=3)[N:16]([CH3:27])[N:15]=2)=[CH:10][CH:9]=1)(C)(C)C>C(O)(C(F)(F)F)=O>[CH3:26][S:23]([C:19]1[N:18]=[C:17]2[N:16]([CH3:27])[N:15]=[C:14]([C:11]3[CH:12]=[CH:13][C:8]([NH2:7])=[CH:9][CH:10]=3)[C:22]2=[CH:21][N:20]=1)(=[O:25])=[O:24]. Procedure: [4-(6-Methanesulfonyl-1-methyl-1H-pyrazolo[3,4-d]pyrimidin-3-yl)-phenyl]carbamic acid tert-butyl ester (1.49 g, 3.70 mmol) was treated with TFA (30% in CH2Cl2, 40 ml) at room temperature for 1 hr. Solvent was removed on rotavap and the residual was taken into 5% Na2CO3 (50 ml) and the product was extracted by CH2Cl2×10, the organic extracts were combined and washed by brine, drying and concentration left 750 mg as a light brown solid; LC/MS(m/e)=304 (MH+). Reactants: COC(=O)C1CC(O)CN1S(=O)(=O)Nc1ccc(C#N)c(Cl)c1C, Cl, [Na+], [OH-]. Yields the product Cc1c(NS(=O)(=O)N2CC(O)CC2C(=O)O)ccc(C#N)c1Cl. Reaction SMILES: [CH3:1][O:2][C:3](=[O:4])[CH:5]1[N:6]([S:11]([NH:12][c:13]2[c:14]([CH3:22])[c:15]([Cl:21])[c:16]([C:19]#[N:20])[cH:17][cH:18]2)(=[O:23])=[O:24])[CH2:7][CH:8]([OH:10])[CH2:9]1.[ClH:25].[Na+:27].[OH-:26]>>[O:2]=[C:3]([OH:4])[CH:5]1[N:6]([S:11]([NH:12][c:13]2[c:14]([CH3:22])[c:15]([Cl:21])[c:16]([C:19]#[N:20])[cH:17][cH:18]2)(=[O:23])=[O:24])[CH2:7][CH:8]([OH:10])[CH2:9]1. Reactants: I (HI), CC1(C2=CC=CC=C2C2=CC=3C(C=4C=CC=CC4C(C3C=C21)=O)=O)C (13,13-dimethyl-6H-indeno[1,2-b]anthracene-6,11(13H)-dione), II (iodine). The solvent is C(C)(=O)O (acetic acid). Product: CC1(C2=CC=CC=C2C2=CC=3C=C4C=CC=CC4=CC3C=C21)C (13,13-dimethyl-13H-indeno[1,2-b]anthracene). The yield is 58.6%. RXN SMILES: [CH3:1][C:2]1([CH3:25])[C:22]2[C:9](=[CH:10][C:11]3[C:12](=O)[C:13]4[CH:14]=[CH:15][CH:16]=[CH:17][C:18]=4[C:19](=O)[C:20]=3[CH:21]=2)[C:8]2[C:3]1=[CH:4][CH:5]=[CH:6][CH:7]=2.I.II>C(O)(=O)C>[CH3:1][C:2]1([CH3:25])[C:22]2[C:9](=[CH:10][C:11]3[CH:12]=[C:13]4[C:18](=[CH:19][C:20]=3[CH:21]=2)[CH:17]=[CH:16][CH:15]=[CH:14]4)[C:8]2[C:3]1=[CH:4][CH:5]=[CH:6][CH:7]=2. Procedure: 13,13-dimethyl-6H-indeno[1,2-b]anthracene-6,11(13H)-dione (19 g, 0.058 mol) was dissolved in acetic acid (200 ml) and 57% HI (50 ml) was added thereto. The reaction mixture was stirred under reflux for 48 hours. After the reaction was terminated, the reaction solution was added with distilled water (500 ml). Then, the resultant solid was filtered and dissolved in toluene (200 ml), and iodine (4.56 g, 0.018 mol) was added thereto. The reaction mixture was stirred under reflux for 3 hours. After t... Starting materials: CN(C)[As](N(C)C)N(C)C (tris(dimethylamino)arsine), C(C=C)OCC(CO)O (3-(allyloxy)propane-1,2-diol). Run in CCCCCC (hexane). The product is C(C=C)OCC1O[As](OC1)N(C)C (4-((allyloxy)methyl)-N,N-dimethyl-1,3,2-dioxarsolan-2-amine). RXN SMILES: [CH3:1][N:2]([As:4](N(C)C)N(C)C)[CH3:3].[CH2:11]([O:14][CH2:15][CH:16]([OH:19])[CH2:17][OH:18])[CH:12]=[CH2:13]>CCCCCC>[CH2:11]([O:14][CH2:15][CH:16]1[CH2:17][O:18][As:4]([N:2]([CH3:3])[CH3:1])[O:19]1)[CH:12]=[CH2:13]. Reported procedure: is formed when at room temperature, about 0.5 g (0.445 mL, 2.414 mmol, 1.1 equivalents) of tris(dimethylamino)arsine (TDMA), is added to about 10 mL dry hexane in a 25 mL round-bottom flask, and then about 0.29 g (0.27 mL, 2.19 mmol, 1.0 equivalents) of 3-(allyloxy)propane-1,2-diol is added dropwise into the system. The mixture is heated to reflux under nitrogen for about one hour, and then cooled to room temperature. Removal of the solvent in vacuum gives crude 4-((allyloxy)methyl)-N,N-dimethyl... Starting materials: [Li+].[OH-] (LiOH), C(CCCC=C)N(C(=O)C1C2C(OC(C1)C2)=O)C (3-Oxo-2-oxa-bicyclo[2.2.1]heptane-5-carboxylic acid hex-5-enyl-methylamide), Cl (HCl). Reaction conditions: time 1 hour. Product: C(CCCC=C)N(C(=O)C1C(CC(C1)O)C(=O)O)C (2-(Hex-5-enyl-methyl-carbamoyl)-4-hydroxy-cyclopentanecarboxylic acid). The yield is 88.0%. As a reaction SMILES: [Li+].[OH-:2].[CH2:3]([N:9]([CH3:20])[C:10]([CH:12]1[CH2:17][CH:16]2[CH2:18][CH:13]1[C:14](=[O:19])[O:15]2)=[O:11])[CH2:4][CH2:5][CH2:6][CH:7]=[CH2:8].Cl>>[CH2:3]([N:9]([CH3:20])[C:10]([CH:12]1[CH2:17][CH:16]([OH:15])[CH2:18][CH:13]1[C:14]([OH:2])=[O:19])=[O:11])[CH2:4][CH2:5][CH2:6][CH:7]=[CH2:8] |f:0.1|. Procedure details: A solution of LiOH (105 mg in 4 mL, of water) was added at 0° C. to the lactone amide (65). After 1 h, the conversion was completed (HPLC). The mixture was acidified to pH 2-3 with 1N HCl, extracted with EtOAc, dried (MgSO4), evaporated, co-evaporated with toluene several times, and dried under high vacuum overnight to give the title compound (520 mg, 88%), m/z=270 (M+H)+. The reactants are O[C@@H]([C@@H](OC1=CC=C(C=C1)B(O)O)C)CCC=1C=NC=CC1 ((1S,2R)-4-(2-Hydroxy-1-methyl-4-pyridin-3-ylbutoxy)benzeneboronic acid), BrC1=CC(=C(C#N)C=C1)C (4-bromo-2-methylbenzonitrile), C([O-])([O-])=O.[Na+].[Na+] (sodium carbonate). The reagents and catalysts are C=1C=CC(=CC1)[P](C=2C=CC=CC2)(C=3C=CC=CC3)[Pd]([P](C=4C=CC=CC4)(C=5C=CC=CC5)C=6C=CC=CC6)([P](C=7C=CC=CC7)(C=8C=CC=CC8)C=9C=CC=CC9)[P](C=1C=CC=CC1)(C=1C=CC=CC1)C=1C=CC=CC1 (tetrakis(triphenylphosphine)palladium). Run in C(C)O (ethanol). Run at temperature 90 celsius. Yields the product O[C@@H]([C@@H](OC1=CC=C(C=C1)C1=CC(=C(C=C1)C#N)C)C)CCC=1C=NC=CC1 ((1S,2R)-4′-(2-Hydroxy-1-methyl-4-pyridin-3-yl-butoxy)-3-methyl-biphenyl-4-carbonitrile). Isolated yield 59.3%. RXN SMILES: [OH:1][C@H:2]([CH2:15][CH2:16][C:17]1[CH:18]=[N:19][CH:20]=[CH:21][CH:22]=1)[C@H:3]([CH3:14])[O:4][C:5]1[CH:10]=[CH:9][C:8](B(O)O)=[CH:7][CH:6]=1.Br[C:24]1[CH:31]=[CH:30][C:27]([C:28]#[N:29])=[C:26]([CH3:32])[CH:25]=1.C(=O)([O-])[O-].[Na+].[Na+]>C(O)C.C1C=CC([P]([Pd]([P](C2C=CC=CC=2)(C2C=CC=CC=2)C2C=CC=CC=2)([P](C2C=CC=CC=2)(C2C=CC=CC=2)C2C=CC=CC=2)[P](C2C=CC=CC=2)(C2C=CC=CC=2)C2C=CC=CC=2)(C2C=CC=CC=2)C2C=CC=CC=2)=CC=1>[OH:1][C@H:2]([CH2:15][CH2:16][C:17]1[CH:18]=[N:19][CH:20]=[CH:21][CH:22]=1)[C@H:3]([CH3:14])[O:4][C:5]1[CH:10]=[CH:9][C:8]([C:24]2[CH:31]=[CH:30][C:27]([C:28]#[N:29])=[C:26]([CH3:32])[CH:25]=2)=[CH:7][CH:6]=1 |f:2.3.4,^1:45,47,66,85|. Procedure details: Prepared according to the method described in Example 12b) from (1S,2R)-4-(2-hydroxy-1-methyl-4-pyridin-3-ylbutoxy)benzeneboronic acid (0.150 g, Example 33), 4-bromo-2-methylbenzonitrile (0.301 g), 2M aqueous sodium carbonate (0.50 ml) and tetrakis(triphenylphosphine)palladium (0) (0.025 g) in ethanol (3 ml). The reaction mixture was heated at 90° C. for 4 hours. After cooling, the solution was concentrated under reduced pressure, taken up in ethanol and concentrated again (twice). The residue w...